From a dataset of the Open Reaction Database (ORD), a public repository of structured organic reaction records. describe an organic reaction: reactants, conditions, products, and yield The reactants are ClCC(CO)O (3-chloro-1,2-propanediol), O (water), [OH-].[Na+] (sodium hydroxide), N,N-dimethylaminopyridine, C1(=CC=C(C=C1)S(=O)(=O)Cl)C (p-toluenesulfonyl chloride), [OH-].[Na+] (sodium hydroxide). The solvent is C1(=CC=CC=C1)C (toluene). Run at time 1 hour. The product is S(=O)(=O)(OCC1CO1)C1=CC=C(C)C=C1 (glycidyl tosylate). Isolated yield 68.1%. Reaction SMILES: Cl[CH2:2][CH:3]([OH:6])[CH2:4][OH:5].O.[OH-].[Na+].[C:10]1([CH3:20])[CH:15]=[CH:14][C:13]([S:16](Cl)(=[O:18])=[O:17])=[CH:12][CH:11]=1>C1(C)C=CC=CC=1>[S:16]([C:13]1[CH:14]=[CH:15][C:10]([CH3:20])=[CH:11][CH:12]=1)([O:5][CH2:4][CH:3]1[O:6][CH2:2]1)(=[O:18])=[O:17] |f:2.3|. Reported procedure: To a solution of 10 g of 3-chloro-1,2-propanediol (0.09 mol) and 40 ml of water, was added dropwise at 24-26° C. 16.6 g of 24% sodium hydroxide (0.1 mol). The solution was stirred for one hour. The solution was cooled and thereto 0.17 g of N,N-dimethylaminopyridine (0.0014 mol) and 17.2 g of p-toluenesulfonyl chloride (0.09 mol) in 50 ml of toluene, and then 16.6 g of 24% sodium hydroxide (0.1 mol) were added under stirring at 0-5° C. And the solution was stirred for one hour. After separation w... Reactants: C1(=CC=CC=C1)C(O)(C=1SC=CC1)C1=CC=NC=C1 ((Phenyl)-pyrid-4-yl-(thien-2-yl)methanol), [O-]S(=O)(=S)[O-].[Na+].[Na+] (Na2S2O3). Run in CC#N (CH3CN). Yields the product C1(=CC=CC=C1)C(C=1SC=CC1)C1=CC=NC=C1 ((Phenyl)-(pyrid-4-yl)-(thien-2-yl)methane). RXN SMILES: [C:1]1([C:7]([C:14]2[CH:19]=[CH:18][N:17]=[CH:16][CH:15]=2)([C:9]2[S:10][CH:11]=[CH:12][CH:13]=2)O)[CH:6]=[CH:5][CH:4]=[CH:3][CH:2]=1.[O-]S([O-])(=S)=O.[Na+].[Na+]>CC#N>[C:1]1([CH:7]([C:14]2[CH:15]=[CH:16][N:17]=[CH:18][CH:19]=2)[C:9]2[S:10][CH:11]=[CH:12][CH:13]=2)[CH:6]=[CH:5][CH:4]=[CH:3][CH:2]=1 |f:1.2.3|. Procedure: NAI (2.27 g, 16.0 mmol) and Me3Sicl (2.02, 16.0 mmol) were stirred in CH3CN (70 mL) at 0° C. (Phenyl)-pyrid-4-yl-(thien-2-yl)methanol (0.534 g, 2.00 mmol (Example 93)) was added at 0° C. and the resulting solution was stirred over night at room temperature. Na2S2O3 (sat., 20 mL) was added and the two phase system was stirred 5 minutes. The phases were separated and the organic layer was dried (MgSO4), filtered and evaporated. The resulting crystals were dissolved in CH2Cl2 (30 mL), the solution ... The reactants are FC1=CC=C(C=C1)C1CCC(CC1)=O (4-(4-fluorophenyl)cyclohexanone), C1(=CC=CC=C1)CN1CCNCC1 (1-(phenylmethyl)piperazine). Yields the product FC1=CC=C(C=C1)[C@@H]1CC[C@H](CC1)N1CCN(CC1)CC1=CC=CC=C1 (Trans 1-[4-(4-fluorophenyl)-1-cyclohexyl]-4-(phenylmethyl)piperazine). The yield is 22.0%. Reaction SMILES: [F:1][C:2]1[CH:7]=[CH:6][C:5]([CH:8]2[CH2:13][CH2:12][C:11](=O)[CH2:10][CH2:9]2)=[CH:4][CH:3]=1.[C:15]1([CH2:21][N:22]2[CH2:27][CH2:26][NH:25][CH2:24][CH2:23]2)[CH:20]=[CH:19][CH:18]=[CH:17][CH:16]=1>>[F:1][C:2]1[CH:7]=[CH:6][C:5]([C@H:8]2[CH2:13][CH2:12][C@H:11]([N:25]3[CH2:26][CH2:27][N:22]([CH2:21][C:15]4[CH:16]=[CH:17][CH:18]=[CH:19][CH:20]=4)[CH2:23][CH2:24]3)[CH2:10][CH2:9]2)=[CH:4][CH:3]=1. Reported procedure: A mixture of 4-(4-fluorophenyl)cyclohexanone (7.8 mmole) and 1-(phenylmethyl)piperazine (7.8 mmole) were reacted as described in Example 8. The crude isomer mixture was purified as described in Example 62. Concentration of the fractions containing the more polar isomer gave the trans product (22%, mp: 106-106° C.). Calc'd for C23H29FN2 : C, 78.38%; H, 8.30%; N, 7.95%. Found: C, 78.02; H, 8.20%; N, 7.90%. The reactants are [O-2].[O-2].[O-2].[O-2].[O-2].[V+5].[V+5] (vanadium pentoxide), C(C(=O)O)(=O)O (oxalic acid). The reagents and catalysts are [O-2].[O-2].[O-2].[K+].[Nb+5] (Potassium niobate). Solvent: O (water). Reaction conditions: temperature 1300 celsius. The product is C(C(=O)[O-])(=O)[O-].[V+5].C(C(=O)[O-])(=O)[O-].C(C(=O)[O-])(=O)[O-].C(C(=O)[O-])(=O)[O-].C(C(=O)[O-])(=O)[O-].[V+5] (vanadium oxalate). RXN SMILES: [O-2].[O-2].[O-2].[O-2].[O-2].[V+5:6].[V+5].[C:8]([OH:13])(=[O:12])[C:9]([OH:11])=[O:10]>[O-2].[O-2].[O-2].[K+].[Nb+5].O>[C:8]([O-:13])(=[O:12])[C:9]([O-:11])=[O:10].[V+5:6].[C:8]([O-:13])(=[O:12])[C:9]([O-:11])=[O:10].[C:8]([O-:13])(=[O:12])[C:9]([O-:11])=[O:10].[C:8]([O-:13])(=[O:12])[C:9]([O-:11])=[O:10].[C:8]([O-:13])(=[O:12])[C:9]([O-:11])=[O:10].[V+5:6] |f:0.1.2.3.4.5.6,8.9.10.11.12,14.15.16.17.18.19.20|. Reported procedure: Granulated alumina (8-16 mesh) is heated at 1300° C. for 4 hours. Potassium niobate (4K2O.3Nb2O5.16H2O) and vanadium pentoxide are suspended in 5 parts of water, heated to 80° C., and oxalic acid is added slowly to obtain a blue-colored vanadium oxalate solution. Sodium carbonate is added and the alumina is also placed in the solution. The mixture is dried over a water bath with agitation. While air is pumped in, it is indurated in a furnace at 400° C. for 16 hours to obtain the catalyst ready f...